Dataset: the Open Reaction Database (ORD), a public repository of structured organic reaction records. Task: describe an organic reaction: reactants, conditions, products, and yield The product is OC(C[C@@]1(CCN(C(O1)=O)[C@@H](C)C1=CC=C(C=C1)C1=CC(=NC=C1)C)C1=CC=CC=C1)(C)C ((S)-6-(2-hydroxy-2-methylpropyl)-3-((S)-1-(4-(2-methylpyridin-4-yl)phenyl)ethyl)-6-phenyl-1,3-oxazinan-2-one). Procedure details: The title compound was prepared from (S)-3-((S)-1-(4-bromophenyl)ethyl)-6-(2-hydroxy-2-methylpropyl)-6-phenyl-1,3-oxazinan-2-one and 2-methylpyridine-4-boronic acid following procedures analogous to those described in Example 1 Step 2. LC-MS Method 2 tR=0.866 min, m/z=444.2; 1H NMR (CDCl3) 1.04-1.16 (d, 6H), 1.50 (d, 3H), 2.14-2.25 (m, 4H), 2.45 (m, 1H), 2.57 (s, 3H), 2.83 (m, 1H), 5.65 (m, 1H), 7.04 (d, 2H), 7.20-7.33 (m, 9H), 8.45 (d, 1H). As a reaction SMILES: Br[C:2]1[CH:7]=[CH:6][C:5]([C@@H:8]([N:10]2[CH2:15][CH2:14][C@:13]([CH2:22][C:23]([OH:26])([CH3:25])[CH3:24])([C:16]3[CH:21]=[CH:20][CH:19]=[CH:18][CH:17]=3)[O:12][C:11]2=[O:27])[CH3:9])=[CH:4][CH:3]=1.[CH3:28][C:29]1[CH:34]=[C:33](B(O)O)[CH:32]=[CH:31][N:30]=1>>[OH:26][C:23]([CH3:25])([CH3:24])[CH2:22][C@@:13]1([C:16]2[CH:21]=[CH:20][CH:19]=[CH:18][CH:17]=2)[O:12][C:11](=[O:27])[N:10]([C@H:8]([C:5]2[CH:6]=[CH:7][C:2]([C:33]3[CH:32]=[CH:31][N:30]=[C:29]([CH3:28])[CH:34]=3)=[CH:3][CH:4]=2)[CH3:9])[CH2:15][CH2:14]1. The reactants are BrC1=CC=C(C=C1)[C@H](C)N1C(O[C@](CC1)(C1=CC=CC=C1)CC(C)(C)O)=O ((S)-3-((S)-1-(4-bromophenyl)ethyl)-6-(2-hydroxy-2-methylpropyl)-6-phenyl-1,3-oxazinan-2-one), CC1=NC=CC(=C1)B(O)O (2-methylpyridine-4-boronic acid). The reactants are C1(=CC=CC=C1)N1C(N(C1=O)C1=CC=CC=C1)=O (1,3-diphenyl-1,3-diazetidine-2,4-dione), CNC (dimethylamine). The solvent is C(C)#N (acetonitrile). Conditions: time 0.5 hour. The product is CN(C(=O)N(C(=O)NC1=CC=CC=C1)C1=CC=CC=C1)C (1,1-dimethyl-3,5-diphenylbiuret). Isolated yield 76.2%. Reaction SMILES: [C:1]1([N:7]2[C:10](=[O:11])[N:9]([C:12]3[CH:17]=[CH:16][CH:15]=[CH:14][CH:13]=3)[C:8]2=[O:18])[CH:6]=[CH:5][CH:4]=[CH:3][CH:2]=1.[CH3:19][NH:20][CH3:21]>C(#N)C>[CH3:19][N:20]([CH3:21])[C:10]([N:7]([C:1]1[CH:2]=[CH:3][CH:4]=[CH:5][CH:6]=1)[C:8]([NH:9][C:12]1[CH:13]=[CH:14][CH:15]=[CH:16][CH:17]=1)=[O:18])=[O:11]. Procedure details: In 30 ml of acetonitrile, 0.025 mole of 1,3-diphenyl-1,3-diazetidine-2,4-dione was added, then 4.5 ml (0.05 mole) of dimethylamine aqueous solution (50%) was added dropwise under stirring. The reaction was continued at 50° C. for 0.5 hours and the solvent was removed by distillation under a reduced pressure to obtain a residue. The residue was recrystallized from ethanol to obtain 5.4 g (yield 76%) of 1,1-dimethyl-3,5-diphenylbiuret having a melting point of 105°-107° C. Starting materials: N1=C(C=CC=C1)N1CCN(CC1)C(=O)OCC (ethyl 4-(2-pyridinyl)-1-piperazinecarboxylate), [C]=S (carbon sulfide), [OH-].[Na+] (sodium hydroxide), BrBr (bromine). Run in O (water). Run at time 18 hour. The product is BrC=1C=CC(=NC1)N1CCN(CC1)C(=O)OCC (ethyl 4-(5-bromo-2-pyridinyl)-1-piperazinecarboxylate). Reaction SMILES: [N:1]1[CH:6]=[CH:5][CH:4]=[CH:3][C:2]=1[N:7]1[CH2:12][CH2:11][N:10]([C:13]([O:15][CH2:16][CH3:17])=[O:14])[CH2:9][CH2:8]1.[C]=S.[Br:20]Br.[OH-].[Na+]>O>[Br:20][C:5]1[CH:4]=[CH:3][C:2]([N:7]2[CH2:12][CH2:11][N:10]([C:13]([O:15][CH2:16][CH3:17])=[O:14])[CH2:9][CH2:8]2)=[N:1][CH:6]=1 |f:3.4,^3:17|. Reported procedure: To a stirred and cooled (<10° C.) mixture of 150 g of ethyl 4-(2-pyridinyl)-1-piperazinecarboxylate and 1535 ml of carbon sulfide were added dropwise 32.8 ml of bromine. Upon completion, stirring was continued for 18 hours, while meantime the mixture was allowed to reach room temperature. At a temperature below 20° C., there was added a solution of 70 g of sodium hydroxide solution 10N in 300 ml of water. After stirring for 3 hours at room temperature, the layers were separated. The aqueous phas... Starting materials: ClC1=CC=C(C=C1)C1=NC=2N(C(=C1)C(F)(F)F)N=CC2C(=O)O (5-(4-chloro-phenyl)-7-trifluoromethyl-pyrazolo[1,5-a]pyrimidine-3-carboxylic acid), N1(CCOCC1)S(=O)(=O)C=1C=C(C=CC1)N (3-(morpholine-4-sulfonyl)-phenylamine). Product: N1(CCOCC1)S(=O)(=O)C=1C=C(C=CC1)NC(=O)C=1C=NN2C1N=C(C=C2C(F)(F)F)C2=CC=C(C=C2)Cl (5-(4-Chloro-phenyl)-7-trifluoromethyl-pyrazolo[1,5-a]pyrimidine-3-carboxylic acid[3-(morpholine-4-sulfonyl)-phenyl]-amide). Reaction SMILES: [Cl:1][C:2]1[CH:7]=[CH:6][C:5]([C:8]2[CH:13]=[C:12]([C:14]([F:17])([F:16])[F:15])[N:11]3[N:18]=[CH:19][C:20]([C:21](O)=[O:22])=[C:10]3[N:9]=2)=[CH:4][CH:3]=1.[N:24]1([S:30]([C:33]2[CH:34]=[C:35]([NH2:39])[CH:36]=[CH:37][CH:38]=2)(=[O:32])=[O:31])[CH2:29][CH2:28][O:27][CH2:26][CH2:25]1>>[N:24]1([S:30]([C:33]2[CH:34]=[C:35]([NH:39][C:21]([C:20]3[CH:19]=[N:18][N:11]4[C:12]([C:14]([F:16])([F:15])[F:17])=[CH:13][C:8]([C:5]5[CH:6]=[CH:7][C:2]([Cl:1])=[CH:3][CH:4]=5)=[N:9][C:10]=34)=[O:22])[CH:36]=[CH:37][CH:38]=2)(=[O:32])=[O:31])[CH2:25][CH2:26][O:27][CH2:28][CH2:29]1. Procedure details: The title compound was prepared from 5-(4-chloro-phenyl)-7-trifluoromethyl-pyrazolo[1,5-a]pyrimidine-3-carboxylic acid (example C.4) and 3-(morpholine-4-sulfonyl)-phenylamine [CAS 22184-97-0; commercially available] according to general procedure II. Yellow solid. MS (ISP) 566.1 [(M+H)+]; mp 144° C. The reactants are CC(C)(C)OC(NC1=CC=C(C=C1)CCC(C(C)C)=O)=O ([4-(4-methyl-3-oxo-pentyl)-phenyl]-carbamic acid 1,1-dimethylethyl ester), C(CCC)[Li] (n-butyllithium), C(CC(=O)C)(=O)OC (methyl acetoacetate), [H-].[Na+] (NaH). Run in C1CCOC1 (THF). The product is CC(C)(C)OC(NC1=CC=C(C=C1)CCC1(OC(C=C(C1)O)=O)C(C)C)=O ({4-[2-(4-Hydroxy-2-isopropyl-6-oxo-3,6-dihydro-2H-pyran-2-yl)-ethyl]-phenyl}-carbamic acid 1,1-dimethylethyl ester). Reaction SMILES: [CH3:1][C:2]([O:5][C:6](=[O:21])[NH:7][C:8]1[CH:13]=[CH:12][C:11]([CH2:14][CH2:15][C:16](=[O:20])[CH:17]([CH3:19])[CH3:18])=[CH:10][CH:9]=1)([CH3:4])[CH3:3].[C:22](OC)(=[O:27])[CH2:23][C:24]([CH3:26])=[O:25].[H-].[Na+].C([Li])CCC>C1COCC1>[CH3:4][C:2]([O:5][C:6](=[O:21])[NH:7][C:8]1[CH:9]=[CH:10][C:11]([CH2:14][CH2:15][C:16]2([CH:17]([CH3:18])[CH3:19])[CH2:26][C:24]([OH:25])=[CH:23][C:22](=[O:27])[O:20]2)=[CH:12][CH:13]=1)([CH3:3])[CH3:1] |f:2.3|. Procedure: The title compound was prepared from [4-(4-methyl-3-oxo-pentyl)-phenyl]-carbamic acid 1,1-dimethylethyl ester obtained in Example PPPPP (2.1 g, 7.2 mmol), methyl acetoacetate (2.1 g, 18.1 mmol), 60% NaH (0.80 g, 20 mmol), and n-butyllithium (14 mL of 1.5M, 21 mmol) in THF as described in General Method 6. The product was carried on crude to the next step.